Dataset: the Open Reaction Database (ORD), a public repository of structured organic reaction records. Task: describe an organic reaction: reactants, conditions, products, and yield Solvent: C(C)(=O)O (acetic acid). The reactants are C1CCC2=CC=CC=C12 (indan), C=O (paraformaldehyde), Cl (HCl), OP(=O)(O)O (H3PO4), CCOCC (ether). RXN SMILES: [CH2:1]1[C:9]2[C:4](=C[CH:6]=[CH:7][CH:8]=2)[CH2:3][CH2:2]1.C=O.[ClH:12].OP(O)(O)=O.CCO[CH2:21][CH3:22]>C(O)(=O)C>[Cl:12][CH2:6][C:7]1[CH:8]=[C:9]2[C:4](=[CH:21][CH:22]=1)[CH2:3][CH2:2][CH2:1]2. Run at temperature 95 celsius. Procedure details: A mixture of indan (50.0 g, 0.423 mol), paraformaldehyde (23.3 g), concentrated HCl (74 mL), 85% H3PO4 (33 mL), and acetic acid (54 mL) was heated at 95° C. for 6 hours. The mixture was cooled and diluted with ether (200 mL). The organic phase was separated and washed with H2O (2×200 mL), saturated aqueous NaHCO3 (200 mL), H2O (200 mL), dried (MgSO4), and concentrated. The crude product was distilled under high vacuum (0.8 mm) to give 35.2 g (50%) as a colorless oil, b.p. 89° C. Product: ClCC=1C=C2CCCC2=CC1 (5-Chloromethylindan). Product: C(C)OC(COC1=CC=C(C=C1)CC(=O)O)OCC (4-[(2,2-diethoxy)ethoxy]phenylacetic acid). Yield: 93.9%. Procedure details: To a solution of 4-hydroxyphenylacetic acid (50.0 gm, 0.33 mol) in DMSO (300 mL) was added 50% aqueous NaOH (57.0 gm, 0.71 mol) with stirring. After stirring for 10 min at room temperature bromoacetaldehyde diethyl acetal (66.0 gm, 0.33 mol) was added. The solution was heated at 100°-110° C. for 2 hr when an additional 2 gm of 50% NaOH was added. After heating for another hour the reaction mixture was cooled and poured into a mixture of aqueous HCl (30 mL of conc. HCl in 400 mL ice-H2O) and Et2O... Reaction SMILES: [OH:1][C:2]1[CH:7]=[CH:6][C:5]([CH2:8][C:9]([OH:11])=[O:10])=[CH:4][CH:3]=1.[OH-].[Na+].[CH2:14]([O:16][CH:17]([O:20][CH2:21][CH3:22])[CH2:18]Br)[CH3:15].Cl>CS(C)=O.CCOCC>[CH2:14]([O:16][CH:17]([O:20][CH2:21][CH3:22])[CH2:18][O:1][C:2]1[CH:3]=[CH:4][C:5]([CH2:8][C:9]([OH:11])=[O:10])=[CH:6][CH:7]=1)[CH3:15] |f:1.2|. The solvent is CCOCC (Et2O), CS(=O)C (DMSO). Starting materials: [OH-].[Na+] (NaOH), Cl (HCl), OC1=CC=C(C=C1)CC(=O)O (4-hydroxyphenylacetic acid), [OH-].[Na+] (NaOH), C(C)OC(CBr)OCC (bromoacetaldehyde diethyl acetal). The reactants are FC1=CC=CC=2NCC(OC21)CN (Dihydro-8-fluoro-2H-1,4-benzoxazine-2-methanamine), NC1=C(C(=CC=C1)OC)O (2-amino-6-methoxyphenol). The product is COC1=CC=CC=2NCC(OC21)CN (Dihydro-8-methoxy-2H-1,4-benzoxazine-2-methanamine). RXN SMILES: F[C:2]1[C:11]2[O:10][CH:9]([CH2:12][NH2:13])[CH2:8][NH:7][C:6]=2[CH:5]=[CH:4][CH:3]=1.NC1C=CC=[C:17]([O:21]C)C=1O>>[CH3:17][O:21][C:2]1[C:11]2[O:10][CH:9]([CH2:12][NH2:13])[CH2:8][NH:7][C:6]=2[CH:5]=[CH:4][CH:3]=1. Procedure: This compound is obtained using the same reaction sequence and the same experimental conditions as those used for the synthesis of intermediate 2b but replacing 2-amino-6-fluorophenol with 2-amino-6-methoxyphenol. This gives the title compound of formula (2e). Reactants: C(CCCCCCC)(=O)N[C@@H](CO)[C@@H](\C=C\CCC)O ((2S,3R,4E)-2-octanoylamino-4-octene-1,3-diol), N[C@@H](CO)[C@@H](\C=C\CCC)O ((2S,3R,4E)-2-amino-4-octene-1.3-diol), C(C)(=O)Cl (acetyl chloride). Product: C(C)(=O)N[C@@H](CO)[C@@H](\C=C\CCC)O ((2S,3R,4E)-2-acetylamino-4-octene-1,3-diol). Reaction SMILES: [C:1]([NH:10][C@H:11]([C@H:14]([OH:20])/[CH:15]=[CH:16]/[CH2:17][CH2:18][CH3:19])[CH2:12][OH:13])(=[O:9])[CH2:2]CCCCCC.N[C@H]([C@H](O)/C=C/CCC)CO.C(Cl)(=O)C>>[C:1]([NH:10][C@H:11]([C@H:14]([OH:20])/[CH:15]=[CH:16]/[CH2:17][CH2:18][CH3:19])[CH2:12][OH:13])(=[O:9])[CH3:2]. Reported procedure: Compound (7) is prepared analogously to the process described for (6) by using 117.9 mg (0.75 mMol) of compound (5) and 58.1 mg (0.74 mg) acetyl chloride. Reactants: C(CC(=O)OCC)(=O)OCC (Diethyl malonate), [O-]CC.[Na+] (sodium ethoxide), [Cl-].[NH4+] (ammonium chloride), BrCCCCCCCC(=O)OCC (ethyl 8-bromooctanoate). Run in C(C)O (ethanol). Conditions: time 15 minute. The product is C(C)OC(=O)C(C(=O)OCC)CCCCCCCC(=O)OCC (Ethyl 2,9-diethoxycarbonylnonanate). Yield: 67.4%. RXN SMILES: [C:1]([O:9][CH2:10][CH3:11])(=[O:8])[CH2:2][C:3]([O:5][CH2:6][CH3:7])=[O:4].[O-]CC.[Na+].Br[CH2:17][CH2:18][CH2:19][CH2:20][CH2:21][CH2:22][CH2:23][C:24]([O:26][CH2:27][CH3:28])=[O:25].[Cl-].[NH4+]>C(O)C>[CH2:10]([O:9][C:1]([CH:2]([CH2:17][CH2:18][CH2:19][CH2:20][CH2:21][CH2:22][CH2:23][C:24]([O:26][CH2:27][CH3:28])=[O:25])[C:3]([O:5][CH2:6][CH3:7])=[O:4])=[O:8])[CH3:11] |f:1.2,4.5|. Procedure details: Diethyl malonate (9.85 g, 61.5 mmols) was added to an ethanol (170 ml) solution of sodium ethoxide (4.61 g, 67.7 mmols) with cooling with ice, and then stirred for 15 minutes at room temperature, and thereafter ethyl 8-bromooctanoate (17.0 g, 67.7 mmols) was added thereto. The reaction mixture was heated under reflux for 2 hours, and then an aqueous saturated ammonium chloride solution was added thereto, and extracted with ethyl acetate. The organic layer was washed with water and a saturated aq... RXN SMILES: [CH2:2]([N+:3]([CH2:4][CH2:5][CH2:6][CH3:7])([CH2:8][CH2:9][CH2:10][CH3:11])[CH2:12][CH2:13][CH2:14][CH3:15])[CH2:16][CH2:17][CH3:18].[CH3:19][Si:20]([CH3:21])([CH3:22])[CH2:23][CH2:24][O:25][C:47]([NH:26][CH:27]1[CH:28]([S:30][c:31]2[n:32][c:33]3[cH:34][cH:35][cH:36][cH:37][c:38]3[cH:39][c:40]2-[c:41]2[cH:42][cH:43][cH:44][cH:45][cH:46]2)[CH2:29]1)=[O:48].[CH3:54][C:55]#[N:56].[F-:1].[O:49]1[CH2:50][CH2:51][CH2:52][CH2:53]1>>[NH2:26][CH:27]1[CH:28]([S:30][c:31]2[n:32][c:33]3[cH:34][cH:35][cH:36][cH:37][c:38]3[cH:39][c:40]2-[c:41]2[cH:42][cH:43][cH:44][cH:45][cH:46]2)[CH2:29]1. Yields the product NC1CC1Sc1nc2ccccc2cc1-c1ccccc1. Starting materials: CCCC[N+](CCCC)(CCCC)CCCC, C[Si](C)(C)CCOC(=O)NC1CC1Sc1nc2ccccc2cc1-c1ccccc1, CC#N, [F-], C1CCOC1.